From a dataset of the Open Reaction Database (ORD), a public repository of structured organic reaction records. describe an organic reaction: reactants, conditions, products, and yield The reactants are O=C([O-])[O-], COC(=O)CC(=O)OC, CN(C)C=O, CC(Cl)CCl, [K+], [K+]. Yields the product COC(=O)C1(C(=O)OC)CC1C. Reaction SMILES: [C:10](=[O:11])([O-:12])[O-:13].[C:1]([CH2:2][C:3](=[O:4])[O:5][CH3:6])(=[O:7])[O:8][CH3:9].[CH3:21][N:22]([CH3:23])[CH:24]=[O:25].[Cl:16][CH2:17][CH:18]([CH3:19])[Cl:20].[K+:14].[K+:15]>>[C:1]([C:2]1([C:3](=[O:4])[O:5][CH3:6])[CH2:17][CH:18]1[CH3:19])(=[O:7])[O:8][CH3:9]. The solvent is CCOCC (ether), [H-] (hydride), [H-] (hydride), CCOCC (ether), [H-] (hydride), [H-] (hydride). Reaction SMILES: [Li].[CH2:2]1[O:9][C@@H:8]2[O:10][C@H:3]1[CH:4]=[CH:5][C:6]2=[O:7].O.CO>CCOCC.[H-]>[C@@H:8]12[O:9][CH2:2][C@@H:3]([O:10]1)[CH:4]=[CH:5][C@@H:6]2[OH:7] |^1:0|. Reported procedure: 2.42 g (63.8 mmol) of lithium almunium hydride was added to 200 ml of dry ether to prepare a hydride solution, followed by adding dropwise a solution prepared by dissolving 7.98 g (63.3 mmol) of levoglucosenone in 130 ml of dry ether into the hydride solution while cooling the hydride solution in an ice water bath. After completion of the addition, the resultant solution was kept stirred at room temperature for an hour, followed by further adding dropwise 4.60 g (256 mmol) of water to the soluti... The product is [C@H]12[C@@H](O)C=C[C@H](O1)CO2 (1,6-anhydro-3,4-dideoxy-β-D-threo-hex-3-enopyranose). The reactants are [Li] (lithium), C1[C@@H]2C=CC(=O)[C@H](O1)O2 (levoglucosenone), O (water), CO (methanol), resultant solution. Isolated yield 70.3%. Starting materials: ClC1=CC=C(C=C1)C(CCN(CCN)C)C1=NC=CC=C1 (N-[3-(4-chlorophenyl)-3-(2-pyridyl)propyl]-N-methyl-1,2-ethanediamine), C(=O)(N1C=NC=C1)N1C=NC=C1 (1,1'-carbonyldiimidazole), N1(CCCCC1)CC=1C=C(OCCCCN)C=CC1 (4-[3-(piperidinomethyl)phenoxy]butaneamine). Run in C(Cl)Cl (methylene chloride). Yields the product ClC1=CC=C(C=C1)C(CCN(C)CCNC(=O)NCCCCOC1=CC(=CC=C1)CN1CCCCC1)C1=NC=CC=C1 (N-[2-[N-[3-(4-chlorophenyl)-3-(2-pyridyl)propyl]-N-methylamino]ethyl]-N'-[4-[3-(piperidinomethyl)phenoxy]butyl]urea). As a reaction SMILES: [Cl:1][C:2]1[CH:7]=[CH:6][C:5]([CH:8]([C:16]2[CH:21]=[CH:20][CH:19]=[CH:18][N:17]=2)[CH2:9][CH2:10][N:11]([CH3:15])[CH2:12][CH2:13][NH2:14])=[CH:4][CH:3]=1.[C:22](N1C=CN=C1)(N1C=CN=C1)=[O:23].[N:34]1([CH2:40][C:41]2[CH:42]=[C:43]([CH:50]=[CH:51][CH:52]=2)[O:44][CH2:45][CH2:46][CH2:47][CH2:48][NH2:49])[CH2:39][CH2:38][CH2:37][CH2:36][CH2:35]1>C(Cl)Cl>[Cl:1][C:2]1[CH:7]=[CH:6][C:5]([CH:8]([C:16]2[CH:21]=[CH:20][CH:19]=[CH:18][N:17]=2)[CH2:9][CH2:10][N:11]([CH2:12][CH2:13][NH:14][C:22]([NH:49][CH2:48][CH2:47][CH2:46][CH2:45][O:44][C:43]2[CH:50]=[CH:51][CH:52]=[C:41]([CH2:40][N:34]3[CH2:39][CH2:38][CH2:37][CH2:36][CH2:35]3)[CH:42]=2)=[O:23])[CH3:15])=[CH:4][CH:3]=1. Procedure details: Preparation is effected analogously to Example 63, using 0.8 g (2.6 mmol) of N-[3-(4-chlorophenyl)-3-(2-pyridyl)propyl]-N-methyl-1,2-ethanediamine, an equimolar amount of 1,1'-carbonyldiimidazole and 0.69 g (2.7 mmol) of 4-[3-(piperidinomethyl)phenoxy]butaneamine as starting materials. Working up by chromatography (eluant: methylene chloride) analogously to Example 63 yields the purified title compound in the form of an oil; MS (+FAB method): m/z (rel. int.[%])=592 ([M+H]+, 2), 230 (100); IR (KB... Yields the product ClC=1C(=NN(C1OC(F)F)C)C1=CC(=C(C=C1)Cl)CS(=O)CC (4-Chloro-3-[4-chloro-3-(ethylsulfinylmethyl)-phenyl]-5-difluoromethoxy-1-methyl-1H-pyrazole). RXN SMILES: ClC1C=CC=C(C(OO)=[O:9])C=1.[Cl:12][C:13]1[C:14]([C:23]2[CH:28]=[CH:27][C:26]([Cl:29])=[C:25]([CH2:30][S:31][CH2:32][CH3:33])[CH:24]=2)=[N:15][N:16]([CH3:22])[C:17]=1[O:18][CH:19]([F:21])[F:20]>ClCCl>[Cl:12][C:13]1[C:14]([C:23]2[CH:28]=[CH:27][C:26]([Cl:29])=[C:25]([CH2:30][S:31]([CH2:32][CH3:33])=[O:9])[CH:24]=2)=[N:15][N:16]([CH3:22])[C:17]=1[O:18][CH:19]([F:21])[F:20]. Procedure details: 1.4 g (4 mmol) of m-chloroperbenzoic acid were added a little at a time at 0° C. to a solution of 1.5 g (4 mmol) of 4-chloro-3-[4-chloro-3-(ethylthiomethyl)phenyl]-5-difluoromethoxy-1-methyl-1H-pyrazole in 40 ml of dichloromethane. The mixture was stirred at 0° for 30 minutes was subsequently stirred at room temperature for 4 hours and then the solids were removed by filtration. The filtrate was concentrated, and the crude product thus obtained was purified by chromatography on silica gel (eluen... Reactants: ClC1=CC(=CC=C1)C(=O)OO (m-chloroperbenzoic acid), ClC=1C(=NN(C1OC(F)F)C)C1=CC(=C(C=C1)Cl)CSCC (4-chloro-3-[4-chloro-3-(ethylthiomethyl)phenyl]-5-difluoromethoxy-1-methyl-1H-pyrazole). Run at time 30 minute. Solvent: ClCCl (dichloromethane). Reaction conditions: temperature 90 celsius, time 2 hour. Reagents/catalysts: C1=CC=C(C=C1)P([C-]2C=CC=C2)C3=CC=CC=C3.C1=CC=C(C=C1)P([C-]2C=CC=C2)C3=CC=CC=C3.Cl[Pd]Cl.[Fe+2] (PdCl2(dppf)). The yield is 54.2%. The product is OCC=1N=C2N(C(=CN=C2N2CCOCC2)C=2C=CC(=NC2)C#N)C1 (5-(2-(Hydroxymethyl)-8-morpholinoimidazo[1,2-a]pyrazin-5-yl)picolinonitrile). Solvent: O1CCOCC1.O (1,4-dioxane H2O). Procedure: To a solution of compound 1e (600 mg, 1.92 mmol, as prepared in Step E) in 1,4-dioxane/H2O (4:1 v/v, 8 mL) was added compound 1f (560 mg, 2.44 mmol), PdCl2(dppf) (72.1 mg, 0.0960 mmol) and Cs2CO3 (847 mg, 4.99 mmol). The reaction mixture was stirred at 90° C. for 2 h under a nitrogen atmosphere. After cooling to rt, the reaction was quenched with H2O (20 mL). The resulting mixture was extracted with DCM (2×50 mL). The combined organic layers were dried over Na2SO4, filtered, and concentrated und... Starting materials: BrC1=CN=C(C=2N1C=C(N2)CO)N2CCOCC2 ((5-Bromo-8-morpholinoimidazo[1,2-a]pyrazin-2-yl)methanol), CC1(OB(OC1(C)C)C=1C=CC(=NC1)C#N)C (5-(4,4,5,5-Tetramethyl-1,3,2-dioxaborolan-2-yl)picolinonitrile), C(=O)([O-])[O-].[Cs+].[Cs+] (Cs2CO3). As a reaction SMILES: Br[C:2]1[N:7]2[CH:8]=[C:9]([CH2:11][OH:12])[N:10]=[C:6]2[C:5]([N:13]2[CH2:18][CH2:17][O:16][CH2:15][CH2:14]2)=[N:4][CH:3]=1.CC1(C)C(C)(C)OB([C:27]2[CH:28]=[CH:29][C:30]([C:33]#[N:34])=[N:31][CH:32]=2)O1.C([O-])([O-])=O.[Cs+].[Cs+]>O1CCOCC1.O.C1C=CC(P(C2C=CC=CC=2)[C-]2C=CC=C2)=CC=1.C1C=CC(P(C2C=CC=CC=2)[C-]2C=CC=C2)=CC=1.Cl[Pd]Cl.[Fe+2]>[OH:12][CH2:11][C:9]1[N:10]=[C:6]2[C:5]([N:13]3[CH2:18][CH2:17][O:16][CH2:15][CH2:14]3)=[N:4][CH:3]=[C:2]([C:27]3[CH:28]=[CH:29][C:30]([C:33]#[N:34])=[N:31][CH:32]=3)[N:7]2[CH:8]=1 |f:2.3.4,5.6,7.8.9.10|.